Dataset: the Open Reaction Database (ORD), a public repository of structured organic reaction records. Task: describe an organic reaction: reactants, conditions, products, and yield Reactants: ClC1=CC=C(C=C1)SCCC(CC(C)=O)O (6-(4-chlorophenylthio)-4-hydroxy-2-hexanone), C(C(=O)O)(=O)O (oxalic acid). Run in C1(=CC=CC=C1)C (toluene). Yields the product ClC1=CC=C(C=C1)SCCC=CC(C)=O (6-(4-chlorophenyl-thio)-3-hexen-2-one). Isolated yield 96.6%. As a reaction SMILES: [Cl:1][C:2]1[CH:7]=[CH:6][C:5]([S:8][CH2:9][CH2:10][CH:11](O)[CH2:12][C:13](=[O:15])[CH3:14])=[CH:4][CH:3]=1.C(O)(=O)C(O)=O>C1(C)C=CC=CC=1>[Cl:1][C:2]1[CH:3]=[CH:4][C:5]([S:8][CH2:9][CH2:10][CH:11]=[CH:12][C:13](=[O:15])[CH3:14])=[CH:6][CH:7]=1. Procedure: 15.51 Grams of 6-(4-chlorophenylthio)-4-hydroxy-2-hexanone was dissolved in 100 ml of toluene, and 0.92 g of oxalic acid was added thereto. The resulting mixture was refluxed for 4 hours with stirring. After having been cooled, the mixture was washed with a saturated aqueous sodium hydrogencarbonate solution and then saturated aqueous sodium chloride solution. Then the mixture was dried over anhydrous magnesium sulfate. Removing the solvent from the mixture under reduced pressure gave 14.22 g of... Reactants: COC1=CC=C(C=C1)[C@@H]1SC2=C(N(C([C@@H]1OC(C)=O)=O)CCN(C)CC1=CC=CC=C1)C=CC(=C2)Cl ((+)-cis-2-(4-methoxyphenyl)-3-acetoxy-5-[2-(N-benzyl-N-methylamino)ethyl]-8-chloro-2,3-dihydro-1,5-benzothiazepin-4(5H)-one), C(C1=CC=CC=C1)OC(=O)Cl (benzyloxycarbonyl chloride). The solvent is C1=CC=CC=C1 (benzene). Yields the product COC1=CC=C(C=C1)[C@@H]1SC2=C(N(C([C@@H]1OC(C)=O)=O)CCN(C)C(=O)OCC1=CC=CC=C1)C=CC(=C2)Cl ((+)-cis-2-(4-methoxyphenyl)-3-acetoxy-5-[2-(N-benzyloxycarbonyl-N-methylamino)ethyl]-8-chloro-2,3-dihydro-1,5-benzothiazepin-4(5H)-one). Isolated yield 99.6%. RXN SMILES: [CH3:1][O:2][C:3]1[CH:8]=[CH:7][C:6]([C@H:9]2[C@@H:15]([O:16][C:17](=[O:19])[CH3:18])[C:14](=[O:20])[N:13]([CH2:21][CH2:22][N:23](CC3C=CC=CC=3)[CH3:24])[C:12]3[CH:32]=[CH:33][C:34]([Cl:36])=[CH:35][C:11]=3[S:10]2)=[CH:5][CH:4]=1.[CH2:37]([O:44][C:45](Cl)=[O:46])[C:38]1[CH:43]=[CH:42][CH:41]=[CH:40][CH:39]=1>C1C=CC=CC=1>[CH3:1][O:2][C:3]1[CH:8]=[CH:7][C:6]([C@H:9]2[C@@H:15]([O:16][C:17](=[O:19])[CH3:18])[C:14](=[O:20])[N:13]([CH2:21][CH2:22][N:23]([C:45]([O:44][CH2:37][C:38]3[CH:43]=[CH:42][CH:41]=[CH:40][CH:39]=3)=[O:46])[CH3:24])[C:12]3[CH:32]=[CH:33][C:34]([Cl:36])=[CH:35][C:11]=3[S:10]2)=[CH:5][CH:4]=1. Procedure: 1.52 g of (+)-cis-2-(4-methoxyphenyl)-3-acetoxy-5-[2-(N-benzyl-N-methylamino)ethyl]-8-chloro-2,3-dihydro-1,5-benzothiazepin-4(5H)-one, 1.24 g of benzyloxycarbonyl chloride and 18 ml of benzene are treated in the same manner as described in Example 4-(2), whereby 1.64 g of (+)-cis-2-(4-methoxyphenyl)-3-acetoxy-5-[2-(N-benzyloxycarbonyl-N-methylamino)ethyl]-8-chloro-2,3-dihydro-1,5-benzothiazepin-4(5H)-one are obtained as an oil. Reactants: NC1=C(CN(CC)CC)C=C(C=C1Br)C#N (2-amino-3-bromo-5-cyano-N,N-diethyl-benzylamine), C(C)O (ethanol), [OH-].[Na+] (sodium hydroxide). Run in O (water). The product is NC1=C(CN(CC)CC)C=C(C=C1Br)C(N)=O (2-amino-3-bromo-5-carbamoyl-N,N-diethyl-benzylamine). RXN SMILES: [NH2:1][C:2]1[C:13]([Br:14])=[CH:12][C:11]([C:15]#[N:16])=[CH:10][C:3]=1[CH2:4][N:5]([CH2:8][CH3:9])[CH2:6][CH3:7].C([OH:19])C.[OH-].[Na+]>O>[NH2:1][C:2]1[C:13]([Br:14])=[CH:12][C:11]([C:15](=[O:19])[NH2:16])=[CH:10][C:3]=1[CH2:4][N:5]([CH2:8][CH3:9])[CH2:6][CH3:7] |f:2.3|. Reported procedure: 11 gm of 2-amino-3-bromo-5-cyano-N,N-diethyl-benzylamine were refluxed with a mixture of 70 ml of ethanol and 100 ml of 5 N sodium hydroxide. After cooling, the reaction solution was diluted with 100 ml of water and extracted with chloroform. The chloroform extract was dried over sodium sulfate and evaporated, and the residue was recrystallized from isopropanol, yielding 2-amino-3-bromo-5-carbamoyl-N,N-diethyl-benzylamine, m.p. 140-142° C. Reactants: CCOC(=O)C(C)Cc1ccc(OCc2cc(N(CC)CC)cc3c2OC(C)(C)C3)cc1, CO, CCOC(C)=O, Cl, [Li+], C1CCOC1, [OH-], O. Product: CCN(CC)c1cc(COc2ccc(CC(C)C(=O)O)cc2)c2c(c1)CC(C)(C)O2. RXN SMILES: [CH2:1]([CH3:2])[N:3]([c:4]1[cH:5][c:6]([CH2:15][O:16][c:17]2[cH:18][cH:19][c:20]([CH2:23][CH:24]([C:25](=[O:26])[O:27][CH2:28][CH3:29])[CH3:30])[cH:21][cH:22]2)[c:7]2[c:8]([cH:14]1)[CH2:9][C:10]([CH3:12])([CH3:13])[O:11]2)[CH2:31][CH3:32].[CH3:33][OH:34].[CH3:43][CH2:44][O:45][C:46]([CH3:47])=[O:48].[ClH:37].[Li+:35].[O:38]1[CH2:39][CH2:40][CH2:41][CH2:42]1.[OH-:36].[OH2:49]>>[CH2:1]([CH3:2])[N:3]([c:4]1[cH:5][c:6]([CH2:15][O:16][c:17]2[cH:18][cH:19][c:20]([CH2:23][CH:24]([C:25](=[O:26])[OH:27])[CH3:30])[cH:21][cH:22]2)[c:7]2[c:8]([cH:14]1)[CH2:9][C:10]([CH3:12])([CH3:13])[O:11]2)[CH2:31][CH3:32]. Reactants: N1(CCCCC1)C1CCNCC1 (4-piperidinopiperidine), C1=CC=CC2=CC3=CC=CC=C3C(=C12)C(=O)Cl (anthracene-9-carbonyl chloride), C1=CC=CC2=CC3=CC=CC=C3C(=C12)C(=O)Cl (anthracene-9-carbonyl chloride). Product: C1=CC=CC2=CC3=CC=CC=C3C(=C12)C(=O)N1CCC(CC1)N1CCCCC1 (Anthracen-9-yl-[1,4′]bipiperidinyl-1′-yl-methanone). Reaction SMILES: [N:1]1([CH:7]2[CH2:12][CH2:11][NH:10][CH2:9][CH2:8]2)[CH2:6][CH2:5][CH2:4][CH2:3][CH2:2]1.[CH:13]1[C:26]2[C:17](=[CH:18][C:19]3[C:24]([C:25]=2[C:27](Cl)=[O:28])=[CH:23][CH:22]=[CH:21][CH:20]=3)[CH:16]=[CH:15][CH:14]=1>>[CH:23]1[C:24]2[C:19](=[CH:18][C:17]3[C:26]([C:25]=2[C:27]([N:10]2[CH2:11][CH2:12][CH:7]([N:1]4[CH2:6][CH2:5][CH2:4][CH2:3][CH2:2]4)[CH2:8][CH2:9]2)=[O:28])=[CH:13][CH:14]=[CH:15][CH:16]=3)[CH:20]=[CH:21][CH:22]=1. Procedure: Anthracen-9-yl-[1,4′]bipiperidinyl-1′-yl-methanone was prepared as a pale yellow powder from 4-piperidinopiperidine and anthracene-9-carbonyl chloride (Intermediate 3) by a procedure analogous to that described above for the preparation of Example 127. The reactants are COCCOCOCCCCCBr, CCOC(=O)CC(=O)OCC, CC[O-], CCO, [Na+], [Na]. The product is CCOC(=O)C(CCCCCOCOCCOC)C(=O)OCC. Reaction SMILES: [Br:17][CH2:18][CH2:19][CH2:20][CH2:21][CH2:22][O:23][CH2:24][O:25][CH2:26][CH2:27][O:28][CH3:29].[C:1]([CH2:2][C:3](=[O:4])[O:5][CH2:6][CH3:7])(=[O:8])[O:9][CH2:10][CH3:11].[CH3:13][CH2:14][O-:15].[CH3:30][CH2:31][OH:32].[Na+:12].[Na:16]>>[C:1]([CH:2]([C:3](=[O:4])[O:5][CH2:6][CH3:7])[CH2:18][CH2:19][CH2:20][CH2:21][CH2:22][O:23][CH2:24][O:25][CH2:26][CH2:27][O:28][CH3:29])(=[O:8])[O:9][CH2:10][CH3:11]. Yields the product CC(C)(Oc1ccc(Br)cc1)C(=O)Cl. Reaction SMILES: [Br:1][c:2]1[cH:3][cH:4][c:5]([O:6][C:7]([C:8](=[O:9])[OH:10])([CH3:11])[CH3:12])[cH:13][cH:14]1.[O:19]=[CH:20][N:21]([CH3:22])[CH3:23].[S:15]([Cl:16])([Cl:17])=[O:18]>>[Br:1][c:2]1[cH:3][cH:4][c:5]([O:6][C:7]([C:8](=[O:9])[Cl:17])([CH3:11])[CH3:12])[cH:13][cH:14]1. The reactants are CC(C)(Oc1ccc(Br)cc1)C(=O)O, CN(C)C=O, O=S(Cl)Cl.